This data is from the Open Reaction Database (ORD), a public repository of structured organic reaction records. The task is: describe an organic reaction: reactants, conditions, products, and yield Starting materials: CCCBr, [H-], Nc1ccn(C2OC(CO)C(O)C2O)c(=O)n1, [Na+], CN(C)C=O. Yields the product CCCOC1C(O)C(CO)OC1n1ccc(N)nc1=O. RXN SMILES: [Br:20][CH2:21][CH2:22][CH3:23].[H-:18].[NH2:1][c:2]1[cH:3][cH:4][n:5]([CH:6]2[O:7][CH:8]([CH2:9][OH:10])[CH:11]([OH:12])[CH:13]2[OH:14])[c:15](=[O:16])[n:17]1.[Na+:19].[O:24]=[CH:25][N:26]([CH3:27])[CH3:28]>>[NH2:1][c:2]1[cH:3][cH:4][n:5]([CH:6]2[O:7][CH:8]([CH2:9][OH:10])[CH:11]([OH:12])[CH:13]2[O:14][CH2:21][CH2:22][CH3:23])[c:15](=[O:16])[n:17]1. Procedure details: Compound 94 (3.0 g, 2.2 mmol) was dissolved in methanol (25 ml) and added to a solution of sodium (1 mg) in methanol (75 ml). The reaction mixture was monitored by TLC (chloroform:methanol:water 65:35:10, lower phase). After 9 h at room temperature and 30 min at 40°, the solvent was removed and the residue was chromatographed (SiO2, chloroform:methanol:water, 65:35:10, lower phase) to give 98 (1.50 g, 84%). [α]D25 +113° (c 0.7, water). 1H-NMR (D2O, TSP) δ 5.41 (d, 2H, J=3.5 Hz, H1' and H1"), 4.9... Isolated yield 83.9%. Product: [C@H]1([C@H](O)[C@@H](O)[C@H](O)[C@H](O1)CO)OC[C@@H]1[C@H]([C@@H]([C@H]([C@H](O1)O[C@H]1[C@@H]([C@H]([C@H](O[C@@H]1CO)O[C@H]1[C@@H]([C@H]([C@H](OCCSCCC(=O)OC)O[C@@H]1CO)O)O)O)O)O)O)O (2-(2-Methoxycarbonylethylthio)ethyl 4-O-{4-O-[6-O-(α-D-glucopyranosyl)-α-D-glucopyranosyl]-α-D-glucopyranosyl}-β-D-glucopyranoside). Starting materials: [Na] (sodium), C(C)(=O)O[C@H]1[C@H](OCCSCCC(=O)OC)O[C@@H]([C@H]([C@@H]1OC(C)=O)O[C@@H]1[C@H](OC(C)=O)[C@@H](OC(C)=O)[C@H](O[C@@H]2[C@H](OC(C)=O)[C@@H](OC(C)=O)[C@H](OC(C)=O)[C@H](O2)CO[C@@H]2[C@H](OC(C)=O)[C@@H](OC(C)=O)[C@H](OC(C)=O)[C@H](O2)COC(C)=O)[C@H](O1)COC(C)=O)COC(C)=O (2-(2-Methoxycarbonylethylthio)ethyl 2,3,6-tri-O-acetyl-4-O-{2,3,6-tri-O-acetyl-4-O-[2,3,4-tri-O-acetyl-6-O-(2,3,4,6-tetra-O-acetyl-α-D-glucopyranosyl)-α-D-glucopyranosyl] -α-D-glucopyranosyl}-β-D-glucopyranoside), C(Cl)(Cl)Cl.CO.O (chloroform methanol water). The solvent is CO (methanol), CO (methanol). RXN SMILES: C([O:4][C@@H:5]1[C@@H:20]([O:21]C(=O)C)[C@H:19]([O:25][C@H:26]2[O:83][C@H:82]([CH2:84][O:85]C(=O)C)[C@@H:37]([O:38][C@H:39]3[O:56][C@H:55]([CH2:57][O:58][C@H:59]4[O:76][C@H:75]([CH2:77][O:78]C(=O)C)[C@@H:70]([O:71]C(=O)C)[C@H:65]([O:66]C(=O)C)[C@H:60]4[O:61]C(=O)C)[C@@H:50]([O:51]C(=O)C)[C@H:45]([O:46]C(=O)C)[C@H:40]3[O:41]C(=O)C)[C@H:32]([O:33]C(=O)C)[C@H:27]2[O:28]C(=O)C)[C@@H:18]([CH2:89][O:90]C(=O)C)[O:17][C@H:6]1[O:7][CH2:8][CH2:9][S:10][CH2:11][CH2:12][C:13]([O:15][CH3:16])=[O:14])(=O)C.[Na].C(Cl)(Cl)Cl.CO.O>CO>[C@H:59]1([O:58][CH2:57][C@H:55]2[O:56][C@H:39]([O:38][C@@H:37]3[C@@H:82]([CH2:84][OH:85])[O:83][C@H:26]([O:25][C@@H:19]4[C@@H:18]([CH2:89][OH:90])[O:17][C@@H:6]([O:7][CH2:8][CH2:9][S:10][CH2:11][CH2:12][C:13]([O:15][CH3:16])=[O:14])[C@H:5]([OH:4])[C@H:20]4[OH:21])[C@H:27]([OH:28])[C@H:32]3[OH:33])[C@H:40]([OH:41])[C@@H:45]([OH:46])[C@@H:50]2[OH:51])[O:76][C@H:75]([CH2:77][OH:78])[C@@H:70]([OH:71])[C@H:65]([OH:66])[C@H:60]1[OH:61] |f:2.3.4,^1:93|. Reaction conditions: time 9 hour. Reactants: CC1(C)Oc2ccc(I)cc2C(N2Cc3ccccc3C2=O)C1O, CCCC[Sn](CCCC)(CCCC)c1c(OC(C)C)c(=O)c1=O, CC#N, Cl[Cu], CN(C)C=O. Yields the product CC(C)Oc1c(-c2ccc3c(c2)C(N2Cc4ccccc4C2=O)C(O)C(C)(C)O3)c(=O)c1=O. RXN SMILES: [CH3:1][C:2]1([CH3:24])[O:3][c:4]2[c:5]([cH:19][c:20]([I:23])[cH:21][cH:22]2)[CH:6]([N:9]2[C:10](=[O:18])[c:11]3[cH:12][cH:13][cH:14][cH:15][c:16]3[CH2:17]2)[CH:7]1[OH:8].[CH3:25][CH:26]([CH3:27])[O:28][c:29]1[c:30](=[O:47])[c:31](=[O:46])[c:32]1[Sn:33]([CH2:34][CH2:35][CH2:36][CH3:37])([CH2:38][CH2:39][CH2:40][CH3:41])[CH2:42][CH2:43][CH2:44][CH3:45].[CH3:53][C:54]#[N:55].[Cl:56][Cu:57].[O:48]=[CH:49][N:50]([CH3:51])[CH3:52]>>[CH3:1][C:2]1([CH3:24])[O:3][c:4]2[c:5]([cH:19][c:20](-[c:32]3[c:29]([O:28][CH:26]([CH3:25])[CH3:27])[c:30](=[O:47])[c:31]3=[O:46])[cH:21][cH:22]2)[CH:6]([N:9]2[C:10](=[O:18])[c:11]3[cH:12][cH:13][cH:14][cH:15][c:16]3[CH2:17]2)[CH:7]1[OH:8]. RXN SMILES: C[O:2][C:3]1(OC)[CH2:6][CH:5]([CH2:7][O:8][CH2:9][C:10]2[CH:15]=[CH:14][CH:13]=[CH:12][CH:11]=2)[CH2:4]1.O.C1(C)C=CC(S(O)(=O)=O)=CC=1>CC(C)=O.O>[CH2:9]([O:8][CH2:7][CH:5]1[CH2:6][C:3](=[O:2])[CH2:4]1)[C:10]1[CH:15]=[CH:14][CH:13]=[CH:12][CH:11]=1 |f:1.2,3.4|. The reactants are COC1(CC(C1)COCC1=CC=CC=C1)OC ([(3,3-dimethoxy-cyclobutyl)methoxymethyl]-benzene), O.C1(=CC=C(C=C1)S(=O)(=O)O)C (p-toluenesulfonic acid mono hydrate). Yields the product C(C1=CC=CC=C1)OCC1CC(C1)=O (3-Benzyloxymethyl-cyclobutanone). Solvent: mixture, CC(=O)C.O (acetone water). Procedure details: To a stirring solution of [(3,3-dimethoxy-cyclobutyl)methoxymethyl]-benzene (13.0 g, 55.1 mmol) in 200 mL of a mixture of acetone:water (3:1) was added p-toluenesulfonic acid mono hydrate (2.1 g, 11.0 mmol). The reaction mixture was heated to 65 C for 45 minutes. Both TLC and GS/MS analysis indicated complete consumption of starting material. The reaction was cooled to room temperature and then the acetone was removed under reduced pressure. The resulting mixture was diluted with ethyl acetate a... Yield: 57.2%. The reactants are BrC1=CC=2C3=C(C=NC2C=C1)N(C(N3C=3N(N=C(C3)C)C)=O)C (8-bromo-1-(2,5-dimethyl-2H-pyrazol-3-yl)-3-methyl-1,3-dihydro-imidazo[4,5-c]quinolin-2-one), BrC1=CC=2C3=C(C=NC2C=C1)N(C(N3C=3N(N=C(C3)C)C)=O)C (8-bromo-1-(2,5-dimethyl-2H-pyrazol-3-yl)-3-methyl-1,3-dihydro-imidazo[4,5-c]quinolin-2-one), FC1=NC=CC=C1B(O)O (2-fluoropyridine-3-boronic acid). The product is CN1N=C(C=C1N1C(N(C=2C=NC=3C=CC(=CC3C21)C=2C(=NC=CC2)F)C)=O)C (1-(2,5-Dimethyl-2H-pyrazol-3-yl)-8-(2-fluoro-pyridin-3-yl)-3-methyl-1,3-dihydro-imidazo[4,5-c]quinolin-2-one). Reaction SMILES: Br[C:2]1[CH:11]=[CH:10][C:9]2[N:8]=[CH:7][C:6]3[N:12]([CH3:23])[C:13](=[O:22])[N:14]([C:15]4[N:16]([CH3:21])[N:17]=[C:18]([CH3:20])[CH:19]=4)[C:5]=3[C:4]=2[CH:3]=1.[F:24][C:25]1[C:30](B(O)O)=[CH:29][CH:28]=[CH:27][N:26]=1>>[CH3:21][N:16]1[C:15]([N:14]2[C:5]3[C:4]4[CH:3]=[C:2]([C:30]5[C:25]([F:24])=[N:26][CH:27]=[CH:28][CH:29]=5)[CH:11]=[CH:10][C:9]=4[N:8]=[CH:7][C:6]=3[N:12]([CH3:23])[C:13]2=[O:22])=[CH:19][C:18]([CH3:20])=[N:17]1. Procedure details: The title compound was synthesized in a similar manner as described for Example 1.1 using 8-bromo-1-(2,5-dimethyl-2H-pyrazol-3-yl)-3-methyl-1,3-dihydro-imidazo[4,5-c]quinolin-2-one (Intermediate C, 50 mg, 0.135 mmol) and 2-fluoropyridine-3-boronic acid (Aldrich, Buchs, Switzerland, 25 mg, 0.179 mmol) to give the title compound as a red solid. (HPLC: tR 2.57 min (Method A); M+H=389 MS-ES; 1H-NMR (d6-DMSO, 400 MHz) 9.07 (s, 1H), 8.27-8.22 (m, 1H), 8.18-8.13 (m, 1H), 8.06-7.99 (m, 1H), 7.89-7.83 (m... Starting materials: CC(C)(C)OC(=O)n1nc(CBr)c2ccccc21, Cc1ccccc1, O=C(CN1C(=O)CC(=O)N(c2ccccc2)c2ccccc21)N1CCCCc2ccccc21, CN(C)C=O. The product is CC(C)(C)OC(=O)n1nc(CC2C(=O)N(CC(=O)N3CCCCc4ccccc43)c3ccccc3N(c3ccccc3)C2=O)c2ccccc21. Reaction SMILES: [Br:34][CH2:35][c:36]1[n:37][n:38]([C:45](=[O:46])[O:47][C:48]([CH3:49])([CH3:50])[CH3:51])[c:39]2[cH:40][cH:41][cH:42][cH:43][c:44]12.[CH3:57][c:58]1[cH:59][cH:60][cH:61][cH:62][cH:63]1.[O:1]=[C:2]([CH2:3][N:4]1[C:5](=[O:22])[CH2:6][C:7](=[O:21])[N:8]([c:15]2[cH:16][cH:17][cH:18][cH:19][cH:20]2)[c:9]2[c:10]1[cH:11][cH:12][cH:13][cH:14]2)[N:23]1[CH2:24][CH2:25][CH2:26][CH2:27][c:28]2[c:29]1[cH:30][cH:31][cH:32][cH:33]2.[O:52]=[CH:53][N:54]([CH3:55])[CH3:56]>>[O:1]=[C:2]([CH2:3][N:4]1[C:5](=[O:22])[CH:6]([CH2:35][c:36]2[n:37][n:38]([C:45](=[O:46])[O:47][C:48]([CH3:49])([CH3:50])[CH3:51])[c:39]3[cH:40][cH:41][cH:42][cH:43][c:44]23)[C:7](=[O:21])[N:8]([c:15]2[cH:16][cH:17][cH:18][cH:19][cH:20]2)[c:9]2[c:10]1[cH:11][cH:12][cH:13][cH:14]2)[N:23]1[CH2:24][CH2:25][CH2:26][CH2:27][c:28]2[c:29]1[cH:30][cH:31][cH:32][cH:33]2. Product: CC(CC[C@@H]1N(CC[C@@H](C1)C1=CC(NO1)=O)C(=O)OC)(C)C (Cis-methyl 2-(3,3-dimethylbutyl)-4-(3-oxo-2,3-dihydroisoxazol-5-yl)piperidine-1-carboxylate). Reaction SMILES: [CH3:1][C:2]([CH3:24])([CH3:23])[CH2:3][CH2:4][C@H:5]1[CH2:10][C@@H:9]([C:11](=[O:18])[CH2:12][C:13](OCC)=[O:14])[CH2:8][CH2:7][N:6]1[C:19]([O:21][CH3:22])=[O:20].[OH-].[Na+].Cl.[NH2:28]O.Cl>CO.CO.O.O>[CH3:1][C:2]([CH3:24])([CH3:23])[CH2:3][CH2:4][C@H:5]1[CH2:10][C@@H:9]([C:11]2[O:18][NH:28][C:13](=[O:14])[CH:12]=2)[CH2:8][CH2:7][N:6]1[C:19]([O:21][CH3:22])=[O:20] |f:1.2,3.4,7.8|. Reported procedure: A solution of cis-methyl 2-(3,3-dimethylbutyl)-4-(3-ethoxy-3-oxopropanoyl)piperidine-1-carboxylate (1.78 g, 5.22 mmol) in MeOH (3.9 mL) was added to a solution of NaOH (288 mg, 7.2 mmol) in MeOH/H2O (4.4 mL/0.3 mL) at −30° C. After 10 min was added hydroxylamine hydrochloride (726 mg, 10.45 mmol) and NaOH (418 mg, 10.45 mmol) in MeOH (5.2 mL) and H2O (5.2 mL). Stirring was continued at −30° C. for 30 min. The reaction solution was poured into 6 M HCl (7.7 mL) at 80° C. and heated at 80° C. for 1... Reaction conditions: temperature 80 celsius, time 30 minute. Run in CO (MeOH), O (H2O), CO (MeOH), CO.O (MeOH H2O). Reactants: Cl.NO (hydroxylamine hydrochloride), [OH-].[Na+] (NaOH), CC(CC[C@@H]1N(CC[C@@H](C1)C(CC(=O)OCC)=O)C(=O)OC)(C)C (cis-methyl 2-(3,3-dimethylbutyl)-4-(3-ethoxy-3-oxopropanoyl)piperidine-1-carboxylate), [OH-].[Na+] (NaOH), Cl (HCl). Isolated yield 44.3%.